This data is from the Open Reaction Database (ORD), a public repository of structured organic reaction records. The task is: describe an organic reaction: reactants, conditions, products, and yield Reactants: BrB(Br)Br, COc1ccccc1Cn1c2c(c3cc(Cl)ccc31)CC(NC(=O)C(C)C)CC2, ClCCl. The product is CC(C)C(=O)NC1CCc2c(c3cc(Cl)ccc3n2Cc2ccccc2O)C1. RXN SMILES: [B:30]([Br:31])([Br:32])[Br:33].[Cl:1][c:2]1[cH:3][c:4]2[c:5]3[c:10]([n:11]([CH2:15][c:16]4[c:17]([O:22][CH3:23])[cH:18][cH:19][cH:20][cH:21]4)[c:12]2[cH:13][cH:14]1)[CH2:9][CH2:8][CH:7]([NH:24][C:25]([CH:26]([CH3:27])[CH3:28])=[O:29])[CH2:6]3.[Cl:34][CH2:35][Cl:36]>>[Cl:1][c:2]1[cH:3][c:4]2[c:5]3[c:10]([n:11]([CH2:15][c:16]4[c:17]([OH:22])[cH:18][cH:19][cH:20][cH:21]4)[c:12]2[cH:13][cH:14]1)[CH2:9][CH2:8][CH:7]([NH:24][C:25]([CH:26]([CH3:27])[CH3:28])=[O:29])[CH2:6]3. The reactants are Cc1cc(N(C)C(=O)N2CCC(Nc3cccc(F)c3)CC2)ccc1CN1CCN(C(=O)OC(C)(C)C)C(C)C1, CC1CN(Cc2ccc(N(C)C(=O)N3CCC(c4ccc(F)cc4)CC3)cc2)CCN1. RXN SMILES: [F:1][c:2]1[cH:3][c:4]([NH:8][CH:9]2[CH2:10][CH2:11][N:12]([C:15](=[O:16])[N:17]([c:18]3[cH:19][c:20]([CH3:39])[c:21]([CH2:24][N:25]4[CH2:26][CH:27]([CH3:38])[N:28]([C:31]([O:32][C:33]([CH3:34])([CH3:35])[CH3:36])=[O:37])[CH2:29][CH2:30]4)[cH:22][cH:23]3)[CH3:40])[CH2:13][CH2:14]2)[cH:5][cH:6][cH:7]1.[F:41][c:42]1[cH:43][cH:44][c:45]([CH:46]2[CH2:47][CH2:48][N:49]([C:50]([N:51]([CH3:52])[c:53]3[cH:54][cH:55][c:56]([CH2:57][N:58]4[CH2:59][CH2:60][NH:61][CH:62]([CH3:63])[CH2:64]4)[cH:65][cH:66]3)=[O:67])[CH2:68][CH2:69]2)[cH:70][cH:71]1>>[F:1][c:2]1[cH:3][c:4]([NH:8][CH:9]2[CH2:10][CH2:11][N:12]([C:15](=[O:16])[N:17]([c:18]3[cH:19][c:20]([CH3:39])[c:21]([CH2:24][N:25]4[CH2:26][CH:27]([CH3:38])[NH:28][CH2:29][CH2:30]4)[cH:22][cH:23]3)[CH3:40])[CH2:13][CH2:14]2)[cH:5][cH:6][cH:7]1. Yields the product Cc1cc(N(C)C(=O)N2CCC(Nc3cccc(F)c3)CC2)ccc1CN1CCNC(C)C1. Reactants: [Br-], CC#C[Mg+], C1CCOC1, [Cl-], [Cl-], O=C(NC1CN2CCC1CC2)c1cccc2oc(-c3ccc(I)cc3)nc12, CN(C)C=O, [Zn+2]. Product: CC#Cc1ccc(-c2nc3c(C(=O)NC4CN5CCC4CC5)cccc3o2)cc1. RXN SMILES: [Br-:1].[C:2](#[C:3][CH3:4])[Mg+:5].[CH2:6]1[O:7][CH2:8][CH2:9][CH2:10]1.[Cl-:43].[Cl-:45].[N:11]12[CH2:12][CH:13]([NH:19][C:20](=[O:21])[c:22]3[cH:23][cH:24][cH:25][c:26]4[c:27]3[n:28][c:29](-[c:31]3[cH:32][cH:33][c:34]([I:37])[cH:35][cH:36]3)[o:30]4)[CH:14]([CH2:15][CH2:16]1)[CH2:17][CH2:18]2.[O:38]=[CH:39][N:40]([CH3:41])[CH3:42].[Zn+2:44]>>[C:2](#[C:3][CH3:4])[c:34]1[cH:33][cH:32][c:31](-[c:29]2[n:28][c:27]3[c:22]([C:20]([NH:19][CH:13]4[CH2:12][N:11]5[CH2:16][CH2:15][CH:14]4[CH2:17][CH2:18]5)=[O:21])[cH:23][cH:24][cH:25][c:26]3[o:30]2)[cH:36][cH:35]1. Starting materials: ClS(=O)(=O)C1=NN2C(=NC3=C(C2=N1)C=CS3)OC (2-Chlorosulfonyl-5-methoxythieno[3,2-e][1,2,4]triazolo[1,5-c]pyrimidine), ClC1=C(N)C(=CC=C1)Cl (2,6-dichloroaniline), N1=CC=CC=C1 (pyridine), CS(=O)C (dimethyl sulfoxide). Run in C(C)#N (acetonitrile). Conditions: time 8 hour. Product: ClC1=C(C(=CC=C1)Cl)NS(=O)(=O)C1=NN2C(=NC3=C(C2=N1)C=CS3)OC (N-(2,6-Dichlorophenyl)-5-methoxythieno[3,2-e][1,2,4]triazolo[1,5-c]pyrimidine-2-sulfonamide). Isolated yield 47.4%. Reaction SMILES: Cl[S:2]([C:5]1[N:13]=[C:12]2[N:7]([C:8]([O:17][CH3:18])=[N:9][C:10]3[S:16][CH:15]=[CH:14][C:11]=32)[N:6]=1)(=[O:4])=[O:3].[Cl:19][C:20]1[CH:26]=[CH:25][CH:24]=[C:23]([Cl:27])[C:21]=1[NH2:22].N1C=CC=CC=1.CS(C)=O>C(#N)C>[Cl:19][C:20]1[CH:26]=[CH:25][CH:24]=[C:23]([Cl:27])[C:21]=1[NH:22][S:2]([C:5]1[N:13]=[C:12]2[N:7]([C:8]([O:17][CH3:18])=[N:9][C:10]3[S:16][CH:15]=[CH:14][C:11]=32)[N:6]=1)(=[O:4])=[O:3]. Procedure details: 2-Chlorosulfonyl-5-methoxythieno[3,2-e][1,2,4]triazolo[1,5-c]pyrimidine (1.5 g, 4.9 mmol) and 2,6-dichloroaniline (1.59 g, 9.8 mmol) were dissolved in 20 mL of acetonitrile and to this was added under nitrogen at ambient temperature with stirring 0.40 mL (4.9 mmol) of pyridine and 0.05 mL of dimethyl sulfoxide. The mixture was allowed to stir overnight and was then concentrated by evaporation under reduced pressure. The residue was flash chromatographed on silica gel and fractions containing the... The reactants are CCOC(=O)c1nc2c(C#N)c(C)c(-c3ccccc3)c(F)c2o1, C[Al](C)C, CNCCc1ccccc1, ClCCl, Cl. Product: Cc1c(-c2ccccc2)c(F)c2oc(C(=O)N(C)CCc3ccccc3)nc2c1C#N. Reaction SMILES: [C:15](#[N:16])[c:17]1[c:18]([CH3:38])[c:19](-[c:32]2[cH:33][cH:34][cH:35][cH:36][cH:37]2)[c:20]([F:31])[c:21]2[c:22]1[n:23][c:24]([C:26]([O:28][CH2:27][CH3:29])=[O:30])[o:25]2.[CH3:1][Al:2]([CH3:3])[CH3:4].[CH3:5][NH:6][CH2:7][CH2:8][c:9]1[cH:10][cH:11][cH:12][cH:13][cH:14]1.[Cl:40][CH2:41][Cl:42].[ClH:39]>>[CH3:5][N:6]([CH2:7][CH2:8][c:9]1[cH:10][cH:11][cH:12][cH:13][cH:14]1)[C:26]([c:24]1[n:23][c:22]2[c:17]([C:15]#[N:16])[c:18]([CH3:38])[c:19](-[c:32]3[cH:33][cH:34][cH:35][cH:36][cH:37]3)[c:20]([F:31])[c:21]2[o:25]1)=[O:28]. The reactants are ClC=1C=2N(C=CN1)C(=NN2)CC (8-chloro-3-ethyl-1,2,4-triazolo[4,3-α]pyrazine). Reagents/catalysts: [Pt]=O (platinum oxide). Run in CO (methanol). Yields the product Cl.C(C)C1=NN=C2N1CCNC2 (3-Ethyl-5,6,7,8-tetrahydro-1,2,4-triazolo[4,3-α]pyrazine, hydrochloride). Reaction SMILES: [Cl:1][C:2]1[C:3]2[N:4]([C:8]([CH2:11][CH3:12])=[N:9][N:10]=2)[CH:5]=[CH:6][N:7]=1>CO.[Pt]=O>[ClH:1].[CH2:11]([C:8]1[N:4]2[CH2:5][CH2:6][NH:7][CH2:2][C:3]2=[N:10][N:9]=1)[CH3:12] |f:3.4|. Reported procedure: The title compound was prepared from 8-chloro-3-ethyl-1,2,4-triazolo[4,3-α]pyrazine (2.70 g, 14.8 mmol, from Step A) and platinum oxide (0.4 g) in 200 mL of methanol in a paar shaker under hydrogen (50 psi) for 14 hours. Filtration through Celite followed by concentration gave the title compound as a solid. The reactants are C1CCOC1, C#CCCCCCC, COc1ccc(I)cc1, CN(C)C=O, c1ccc(P(c2ccccc2)(c2ccccc2)[Pd](P(c2ccccc2)(c2ccccc2)c2ccccc2)(P(c2ccccc2)(c2ccccc2)c2ccccc2)P(c2ccccc2)(c2ccccc2)c2ccccc2)cc1. Yields the product CCCCCCC=CI. As a reaction SMILES: [CH2:23]1[O:24][CH2:25][CH2:26][CH2:27]1.[CH:1]#[C:2][CH2:3][CH2:4][CH2:5][CH2:6][CH2:7][CH3:8].[I:9][c:10]1[cH:11][cH:12][c:13]([O:14][CH3:15])[cH:16][cH:17]1.[O:18]=[CH:19][N:20]([CH3:21])[CH3:22].[cH:28]1[cH:29][cH:30][c:31]([P:32]([Pd:33]([P:34]([c:35]2[cH:36][cH:37][cH:38][cH:39][cH:40]2)([c:41]2[cH:42][cH:43][cH:44][cH:45][cH:46]2)[c:47]2[cH:48][cH:49][cH:50][cH:51][cH:52]2)([P:53]([c:54]2[cH:55][cH:56][cH:57][cH:58][cH:59]2)([c:60]2[cH:61][cH:62][cH:63][cH:64][cH:65]2)[c:66]2[cH:67][cH:68][cH:69][cH:70][cH:71]2)[P:72]([c:73]2[cH:74][cH:75][cH:76][cH:77][cH:78]2)([c:79]2[cH:80][cH:81][cH:82][cH:83][cH:84]2)[c:85]2[cH:86][cH:87][cH:88][cH:89][cH:90]2)([c:91]2[cH:92][cH:93][cH:94][cH:95][cH:96]2)[c:97]2[cH:98][cH:99][cH:100][cH:101][cH:102]2)[cH:103][cH:104]1>>[CH:1](=[CH:2][CH2:3][CH2:4][CH2:5][CH2:6][CH2:7][CH3:8])[I:9].